This data is from the Open Reaction Database (ORD), a public repository of structured organic reaction records. The task is: describe an organic reaction: reactants, conditions, products, and yield Reactants: O=[N+]([O-])c1ccc2nccc(Sc3ccc(Nc4nnc(-c5ccccc5)c5ccccc45)cc3)c2c1, CN(C)C=O, O, Cl[Sn]Cl. Product: Nc1ccc2nccc(Sc3ccc(Nc4nnc(-c5ccccc5)c5ccccc45)cc3)c2c1. RXN SMILES: [N+:1]([O-:2])(=[O:3])[c:4]1[cH:5][c:6]2[c:7]([S:14][c:15]3[cH:16][cH:17][c:18]([NH:21][c:22]4[n:23][n:24][c:25](-[c:32]5[cH:33][cH:34][cH:35][cH:36][cH:37]5)[c:26]5[cH:27][cH:28][cH:29][cH:30][c:31]45)[cH:19][cH:20]3)[cH:8][cH:9][n:10][c:11]2[cH:12][cH:13]1.[O:42]=[CH:43][N:44]([CH3:45])[CH3:46].[OH2:41].[Sn:38]([Cl:39])[Cl:40]>>[NH2:1][c:4]1[cH:5][c:6]2[c:7]([S:14][c:15]3[cH:16][cH:17][c:18]([NH:21][c:22]4[n:23][n:24][c:25](-[c:32]5[cH:33][cH:34][cH:35][cH:36][cH:37]5)[c:26]5[cH:27][cH:28][cH:29][cH:30][c:31]45)[cH:19][cH:20]3)[cH:8][cH:9][n:10][c:11]2[cH:12][cH:13]1.